describe an organic reaction: reactants, conditions, products, and yield From a dataset of the Open Reaction Database (ORD), a public repository of structured organic reaction records. Starting materials: C(C1=CC=CC=C1)=O (benzaldehyde), ClC=1N=C(C2=C(N1)SC(=N2)C)N2CCOCC2 (5-chloro-2-methyl-7-morpholin-4-yl-thiazolo[5,4-d]pyrimidine), CN(CCN(C)C)C (N,N,N′,N′-tetramethylethylenediamine), [Li]CCCC (n-BuLi). Solvent: C1CCOC1 (THF), C1CCOC1 (THF). Conditions: time 15 minute. The product is ClC=1N=C(C2=C(N1)SC(=N2)CC(O)C2=CC=CC=C2)N2CCOCC2 (2-(5-Chloro-7-morpholin-4-yl-thiazolo[5,4-d]pyrimidin-2-yl)-1-phenyl-ethanol). The yield is 64.9%. Reaction SMILES: [Cl:1][C:2]1[N:3]=[C:4]([N:12]2[CH2:17][CH2:16][O:15][CH2:14][CH2:13]2)[C:5]2[N:10]=[C:9]([CH3:11])[S:8][C:6]=2[N:7]=1.CN(C)CCN(C)C.[Li]CCCC.[CH:31](=[O:38])[C:32]1[CH:37]=[CH:36][CH:35]=[CH:34][CH:33]=1>C1COCC1>[Cl:1][C:2]1[N:3]=[C:4]([N:12]2[CH2:17][CH2:16][O:15][CH2:14][CH2:13]2)[C:5]2[N:10]=[C:9]([CH2:11][CH:31]([C:32]3[CH:37]=[CH:36][CH:35]=[CH:34][CH:33]=3)[OH:38])[S:8][C:6]=2[N:7]=1. Procedure: To a solution of 5-chloro-2-methyl-7-morpholin-4-yl-thiazolo[5,4-d]pyrimidine (1.33 g, 4.91 mmol) and N,N,N′,N′-tetramethylethylenediamine (0.74 mL, 5.40 mmol) in anhydrous THF (50 mL) was added a solution of n-BuLi (2.5 M in hexanes, 2.4 mL, 6.0 mmol) dropwise at −78° C. The reaction mixture was stirred for 15 min, then a solution of benzaldehyde (0.65 mL, 6.29 mmol) in anhydrous THF (5 mL) was added rapidly. The mixture was stirred at −78° C. for 15 min, then allowed to warm to RT and partitio... Starting materials: B, CCOC(C)=O, CC(C)=O, Cl, [Na+], C1CCOC1, C1CCOC1, [OH-], O, O=C(COCCc1ccc2sccc2c1)N1CC(O)C1. Product: OC1CN(CCOCCc2ccc3sccc3c2)C1. Reaction SMILES: [BH3:26].[CH3:35][CH2:36][O:37][C:38](=[O:39])[CH3:40].[CH3:42][C:43](=[O:44])[CH3:45].[ClH:27].[Na+:29].[O:21]1[CH2:22][CH2:23][CH2:24][CH2:25]1.[O:30]1[CH2:31][CH2:32][CH2:33][CH2:34]1.[OH-:28].[OH2:41].[s:1]1[cH:2][cH:3][c:4]2[c:5]1[cH:6][cH:7][c:8]([CH2:10][CH2:11][O:12][CH2:13][C:14](=[O:15])[N:16]1[CH2:17][CH:18]([OH:20])[CH2:19]1)[cH:9]2>>[s:1]1[cH:2][cH:3][c:4]2[c:5]1[cH:6][cH:7][c:8]([CH2:10][CH2:11][O:12][CH2:13][CH2:14][N:16]1[CH2:17][CH:18]([OH:20])[CH2:19]1)[cH:9]2. Reactants: N1(CCCC1)C1=C2NC=NC2=NC=N1 (6-Pyrrolidinopurine), [C@@H]1([C@H](O)[C@H](O)[C@@H](CO)O1)N1C(=O)NC(=O)C=C1 (uridine), purine nucleoside, C1=CN(C(=O)NC1=O)[C@H]2[C@H]([C@@H]([C@H](O2)CO)O)O (uracil arabinoside), P(=O)([O-])([O-])[O-].[K+].[K+].[K+] (potassium phosphate). Reaction conditions: temperature 35 celsius. The product is [C@@H]1([C@@H](O)[C@H](O)[C@H](O1)CO)N1C2=NC=NC(=C2N=C1)N1CCCC1 (9-β-D-arabinofuranosyl-6-pyrrolidino-9H-purine). The yield is 68.6%. RXN SMILES: [N:1]1([C:6]2[N:14]=[CH:13][N:12]=[C:11]3[C:7]=2[NH:8][CH:9]=[N:10]3)[CH2:5][CH2:4][CH2:3][CH2:2]1.C1C(=O)NC(=O)N([C@@H:23]2[O:27][C@H:26]([CH2:28][OH:29])[C@@H:25]([OH:30])[C@@H:24]2[OH:31])C=1.P([O-])([O-])([O-])=O.[K+].[K+].[K+].[C@@H]1(N2C=CC(=O)NC2=O)O[C@H](CO)[C@@H](O)[C@H]1O>>[C@@H:23]1([N:10]2[CH:9]=[N:8][C:7]3[C:11]2=[N:12][CH:13]=[N:14][C:6]=3[N:1]2[CH2:2][CH2:3][CH2:4][CH2:5]2)[O:27][C@H:26]([CH2:28][OH:29])[C@@H:25]([OH:30])[C@@H:24]1[OH:31] |f:2.3.4.5|. Procedure details: 6-Pyrrolidinopurine (Sigma Chemical Co., St. Louis, Mo.) (2.6 mmoles), 0.5 g, and uracil arabinoside (5.29 mmoles, 1.29 g) were suspended in 100 ml of a 10 mM potassium phosphate 0.04% potassium azide solution with a pH of 7.4. Purified uridine phosphorylase (6000 I.U.) and purine nucleoside phosphorylase (8400 I.U.) (Krenitsky, T. A., et al. Biochemistry, 20, 3615 (1981) and U.S. Pat. No. 4,381,344) were added and the suspension stirred at 35° C. Twenty days later the reaction was filtered and ... Reactants: C1(=CC=CC=C1)C1COC=2C=CC=C3C=4C(=CC=CC4N1C23)OCCN2CCN(CC2)C(=O)OC(C)(C)C (tert-butyl 4-{2-[(1-phenyl-1,2-dihydro[1,4]oxazino[2,3,4-jk]carbazol-7-yl)oxy]ethyl}-1-piperazinecarboxylate), FC(C(=O)O)(F)F (trifluoroacetic acid). The solvent is C(Cl)Cl (CH2Cl2). Run at time 1 hour. Product: N1(CCNCC1)CCOC=1C=CC=C2N3C4=C(C=CC=C4C12)OCC3C3=CC=CC=C3 (1-phenyl-1,2-dihydro[1,4]oxazino[2,3,4-jk]carbazol-7-yl 2-(1-piperazinyl)ethyl ether). Isolated yield 40.7%. As a reaction SMILES: [C:1]1([CH:7]2[N:21]3[C:22]4[C:14]([C:15]5[C:16]([O:23][CH2:24][CH2:25][N:26]6[CH2:31][CH2:30][N:29](C(OC(C)(C)C)=O)[CH2:28][CH2:27]6)=[CH:17][CH:18]=[CH:19][C:20]=53)=[CH:13][CH:12]=[CH:11][C:10]=4[O:9][CH2:8]2)[CH:6]=[CH:5][CH:4]=[CH:3][CH:2]=1.FC(F)(F)C(O)=O>C(Cl)Cl>[N:26]1([CH2:25][CH2:24][O:23][C:16]2[CH:17]=[CH:18][CH:19]=[C:20]3[C:15]=2[C:14]2[C:22]4=[C:10]([O:9][CH2:8][CH:7]([C:1]5[CH:6]=[CH:5][CH:4]=[CH:3][CH:2]=5)[N:21]34)[CH:11]=[CH:12][CH:13]=2)[CH2:27][CH2:28][NH:29][CH2:30][CH2:31]1. Reported procedure: To a mixture of tert-butyl 4-{2-[(1-phenyl-1,2-dihydro[1,4]oxazino[2,3,4-jk]carbazol-7-yl)oxy]ethyl}-1-piperazinecarboxylate (0.406 g, 0.79 mmol) in CH2Cl2 (2 mL) is added trifluoroacetic acid (2 mL). The mixture is stirred at room temperature for 1 h then partitioned between CH2Cl2 and water. The organic layer is washed with saturated potassium carbonate, dried over anhydrous sodium sulfate and concentrated. Column chromatography (50 mL silica) using CH3OH/CH2Cl2 (8/92) with 2 drops per 100 mL ... The reactants are Nc1cc(Cl)ccc1Nc1ccccc1C(=O)O, c1ccc(Oc2ccccc2)cc1. Product: O=C1Nc2cc(Cl)ccc2Nc2ccccc21. Reaction SMILES: [NH2:1][c:2]1[c:3]([NH:9][c:10]2[c:11]([C:12](=[O:13])[OH:14])[cH:15][cH:16][cH:17][cH:18]2)[cH:4][cH:5][c:6]([Cl:8])[cH:7]1.[O:19]([c:20]1[cH:21][cH:22][cH:23][cH:24][cH:25]1)[c:26]1[cH:27][cH:28][cH:29][cH:30][cH:31]1>>[NH:1]1[c:2]2[c:3]([cH:4][cH:5][c:6]([Cl:8])[cH:7]2)[NH:9][c:10]2[c:11]([cH:15][cH:16][cH:17][cH:18]2)[C:12]1=[O:13]. The reactants are OS(=O)(=O)C(F)(F)F (Triflic acid), C(C1=CC=CC=C1)N(C=1N=C(C2=CC=C(C=C2C1)OC)Cl)C (N-benzyl-1-chloro-6-methoxy-N-methylisoquinolin-3-amine), C([O-])(O)=O.[Na+] (sodium bicarbonate). The solvent is C(Cl)Cl (DCM), C(Cl)Cl (DCM). Reaction conditions: time 1 hour. The product is ClC1=NC(=CC2=CC(=CC=C12)OC)N(C)CC (1-chloro-N-ethyl-6-methoxy-N-methylisoquinolin-3-amine), ClC1=NC(=CC2=CC(=CC=C12)OC)NC (1-chloro-6-methoxy-N-methylisoquinolin-3-amine). Yield: 119.1%. Reaction SMILES: OS(C(F)(F)F)(=O)=O.[CH2:9]([N:16]([CH3:30])[C:17]1[N:18]=[C:19]([Cl:29])[C:20]2[C:25]([CH:26]=1)=[CH:24][C:23]([O:27][CH3:28])=[CH:22][CH:21]=2)[C:10]1C=CC=CC=1.C(=O)(O)[O-].[Na+]>C(Cl)Cl>[Cl:29][C:19]1[C:20]2[C:25](=[CH:24][C:23]([O:27][CH3:28])=[CH:22][CH:21]=2)[CH:26]=[C:17]([N:16]([CH2:9][CH3:10])[CH3:30])[N:18]=1.[Cl:29][C:19]1[C:20]2[C:25](=[CH:24][C:23]([O:27][CH3:28])=[CH:22][CH:21]=2)[CH:26]=[C:17]([NH:16][CH3:9])[N:18]=1 |f:2.3|. Procedure details: Triflic acid (4.09 mL, 46.0 mmol) was added to a solution of N-benzyl-1-chloro-6-methoxy-N-methylisoquinolin-3-amine (1.44 g, 4.60 mmol) in DCM (20 mL) at RT and stirred for 1 hr at RT before reverse adding to a solution of sat. sodium bicarbonate. The organic layer was diluted with DCM and separated. The organic layer was dried over MgSO4, filtered and evaporated. The crude material was purified via silica gel chromatography (90 g column, 0-30% EtOAc:Hex) to give the expected product 1-chloro-6...